From a dataset of the Open Reaction Database (ORD), a public repository of structured organic reaction records. describe an organic reaction: reactants, conditions, products, and yield Starting materials: FC=1C=C(C=CC1N1C=NC(=C1)CN=[N+]=[N-])N1C(O[C@H](C1)CNC(C)=O)=O (N-[(5S)-3-(3-Fluoro-4-(4-azidomethylimidazol-1-yl)phenyl)-2-oxooxazolidin-5-yl-methyl]acetamide). The reagents and catalysts are [Pd].CC(=O)[O-].CC(=O)[O-].[Pb+2] (Lindlar catalyst), [Pd] (Pd). Run in C(C)O (ethanol). Conditions: time 4 hour. Yields the product FC=1C=C(C=CC1N1C=NC(=C1)CN)N1C(O[C@H](C1)CNC(C)=O)=O (N-[(5S)-3-(3-Fluoro-4-(4-aminomethylimidazol-1-yl)phenyl)-2-oxooxazolidin-5-yl-methyl]acetamide). As a reaction SMILES: [F:1][C:2]1[CH:3]=[C:4]([N:17]2[CH2:21][C@H:20]([CH2:22][NH:23][C:24](=[O:26])[CH3:25])[O:19][C:18]2=[O:27])[CH:5]=[CH:6][C:7]=1[N:8]1[CH:12]=[C:11]([CH2:13][N:14]=[N+]=[N-])[N:10]=[CH:9]1>C(O)C.[Pd].CC([O-])=O.CC([O-])=O.[Pb+2].[Pd]>[F:1][C:2]1[CH:3]=[C:4]([N:17]2[CH2:21][C@H:20]([CH2:22][NH:23][C:24](=[O:26])[CH3:25])[O:19][C:18]2=[O:27])[CH:5]=[CH:6][C:7]=1[N:8]1[CH:12]=[C:11]([CH2:13][NH2:14])[N:10]=[CH:9]1 |f:2.3.4.5|. Reported procedure: N-[(5S)-3-(3-Fluoro-4-(4-azidomethylimidazol-1-yl)phenyl)-2-oxooxazolidin-5-yl-methyl]acetamide (1.38 g, 3.67 mM) was dissolved in ethanol (60 ml), treated with Lindlar catalyst (5% Pd on CaCO3 partially poisoned with lead, 650 mg), and stirred under an atmosphere of hydrogen under balloon pressure for 4 hours. After filtration through celite, solvent was evaporated to give the title product as a gum, pure enough for further work (1.3 g).